From a dataset of the Open Reaction Database (ORD), a public repository of structured organic reaction records. describe an organic reaction: reactants, conditions, products, and yield The reactants are NN (Hydrazine), CCN(C(C)C)C(C)C (DIPEA), I.CC1(CCN(CC1)C1=NC=NC(=C1)C)NC(=N)SC (methyl 4-methyl-1-(6-methylpyrimidin-4-yl)piperidin-4-ylcarbamimidothioate hydroiodide), ClCCCC(C(=O)O)C1=CC(=C(C=C1)F)F (5-chloro-2-(3,4-difluorophenyl)pentanoic acid), C(CCl)Cl (EDC), O.ON1N=NC2=C1C=CC=C2 (1-hydroxybenzotriazole hydrate). Solvent: O (water), CN(C)C=O (DMF). Reaction conditions: time 18 hour. Yields the product FC=1C=C(C=CC1F)C1C=2N(CCC1)N=C(N2)NC2(CCN(CC2)C2=NC=NC(=C2)C)C (8-(3,4-Difluorophenyl)-N-(4-methyl-1-(6-methylpyrimidin-4-yl)piperidin-4-yl)-5,6,7,8-tetrahydro-[1,2,4]triazolo[1,5-a]pyridin-2-amine). The yield is 0.7%. RXN SMILES: I.[CH3:2][C:3]1([NH:16][C:17](SC)=[NH:18])[CH2:8][CH2:7][N:6]([C:9]2[CH:14]=[C:13]([CH3:15])[N:12]=[CH:11][N:10]=2)[CH2:5][CH2:4]1.Cl[CH2:22][CH2:23][CH2:24][CH:25]([C:29]1[CH:34]=[CH:33][C:32]([F:35])=[C:31]([F:36])[CH:30]=1)[C:26](O)=O.C(Cl)CCl.O.O[N:43]1C2C=CC=CC=2N=[N:44]1.CCN(C(C)C)C(C)C.NN>CN(C=O)C.O>[F:36][C:31]1[CH:30]=[C:29]([CH:25]2[CH2:24][CH2:23][CH2:22][N:43]3[N:44]=[C:17]([NH:16][C:3]4([CH3:2])[CH2:8][CH2:7][N:6]([C:9]5[CH:14]=[C:13]([CH3:15])[N:12]=[CH:11][N:10]=5)[CH2:5][CH2:4]4)[N:18]=[C:26]23)[CH:34]=[CH:33][C:32]=1[F:35] |f:0.1,4.5|. Procedure: To a solution of methyl 4-methyl-1-(6-methylpyrimidin-4-yl)piperidin-4-ylcarbamimidothioate hydroiodide (1.85, 4.54 mmol) containing 5-chloro-2-(3,4-difluorophenyl)pentanoic acid (1.24, 5.00 mmol), EDC (0.87, 4.54 mmol) and 1-hydroxybenzotriazole hydrate (1.39 g, 9.08 mmol) in DMF (22.3 mL) was added DIPEA (1.98 mL, 11.4 mmol) and the reaction mixture was stirred at room temperature for 18 hours. Hydrazine monoydrate (0.57 mL, 18.2 mmol) was then added and the reaction mixture stirred at 70° C. ... Reactants: Cl (hydrogen chloride), C(C)(=O)O.N1CCC(CC1)N(C(CC)=O)C (N-piperid-4-yl-N-methylpropionamide acetate), CN(C=O)C (dimethylformamide), ICC1OC2=C(C1)C=CC=C2 (2,3-dihydro-2-iodomethylbenzofuran). The solvent is C(C)N(CC)CC (triethylamine). Product: Cl.O1C(CC2=C1C=CC=C2)CN2CCC(CC2)N(C(CC)=O)C (N-{1-[(2,3-dihydrobenzofuran-2-yl)-methyl]-piperid-4-yl}-N-methylpropionamide hydrochloride). The yield is 30.0%. As a reaction SMILES: C(O)(=O)C.[NH:5]1[CH2:10][CH2:9][CH:8]([N:11]([CH3:16])[C:12](=[O:15])[CH2:13][CH3:14])[CH2:7][CH2:6]1.CN(C)C=O.I[CH2:23][CH:24]1[CH2:28][C:27]2[CH:29]=[CH:30][CH:31]=[CH:32][C:26]=2[O:25]1.[ClH:33]>C(N(CC)CC)C>[ClH:33].[O:25]1[C:26]2[CH:32]=[CH:31][CH:30]=[CH:29][C:27]=2[CH2:28][CH:24]1[CH2:23][N:5]1[CH2:10][CH2:9][CH:8]([N:11]([CH3:16])[C:12](=[O:15])[CH2:13][CH3:14])[CH2:7][CH2:6]1 |f:0.1,6.7|. Procedure: 5.1 g of N-piperid-4-yl-N-methylpropionamide acetate, 90 ml of dimethylformamide and 6.3 ml of triethylamine are introduced into a 250 ml three-necked flask. 6.6 g of 2,3-dihydro-2-iodomethylbenzofuran are poured onto the mixture which is heated to 60°-65° C. This temperature is maintained for 15 hours. The reaction mixture is evaporated to dryness and the residue is taken up in ethyl acetate and extracted with 150 ml of N hydrochloric acid. The aqueous phase is rendered alkaline with sodium hyd... Starting materials: C1=CC=CC=2NC3=C(NCC21)C=CC=C3 (5,11-dihydro-10H-dibenz[b,e][1,4]diazepine), C(C)(C)N(C(C)C)CC (N,N-diisopropylethylamine), S1C(=CC=C1)C1=CC=C(C(=O)Cl)C=C1 (4-(2-thienyl)benzoyl chloride). Solvent: ClCCl (dichloromethane), ClCCl (dichloromethane), C(Cl)(Cl)Cl (chloroform). Conditions: time 16 hour. Yields the product S1C(=CC=C1)C1=CC=C(C(=O)N2C3=C(NC4=C(C2)C=CC=C4)C=CC=C3)C=C1 (5,11-Dihydro-10-[4-(2-thienyl)benzoyl]-10H-dibenz[b,e][1,4]diazepine). The yield is 46.2%. As a reaction SMILES: [CH:1]1[C:11]2[CH2:10][NH:9][C:8]3[CH:12]=[CH:13][CH:14]=[CH:15][C:7]=3[NH:6][C:5]=2[CH:4]=[CH:3][CH:2]=1.C(N(CC)C(C)C)(C)C.[S:25]1[CH:29]=[CH:28][CH:27]=[C:26]1[C:30]1[CH:38]=[CH:37][C:33]([C:34](Cl)=[O:35])=[CH:32][CH:31]=1>ClCCl.C(Cl)(Cl)Cl>[S:25]1[CH:29]=[CH:28][CH:27]=[C:26]1[C:30]1[CH:38]=[CH:37][C:33]([C:34]([N:9]2[CH2:10][C:11]3[CH:1]=[CH:2][CH:3]=[CH:4][C:5]=3[NH:6][C:7]3[CH:15]=[CH:14][CH:13]=[CH:12][C:8]2=3)=[O:35])=[CH:32][CH:31]=1. Procedure: A mixture of 3 g of 4-(2-thienyl)benzoic acid and 30 ml of sulfonyl chloride is refluxed for 45 minutes and the solvent removed. The residue is dissolved in carbon tetrachloride and the solvent removed under vacuum (2-times) to give 4-(2-thienyl) benzoyl chloride. To a cooled (0° C.) solution of 2.0 g of 5,11-dihydro-10H-dibenz[b,e][1,4]diazepine and 7 ml of N,N-diisopropylethylamine in 30 ml of dichloromethane is added dropwise a solution of 3.15 g of 4-(2-thienyl)benzoyl chloride in 30 ml of d... Isolated yield 132.5%. Reported procedure: 4-[2-Methylthio-4-phenyl-5-oxazolyl]benzenesulfonamide (Example 50) (0.5 g, 1.44 mmol), ethanol (100 mL), water (50 mL), and Oxone® (potassium peroxymonosulfate, 0.88 g, 1.44 mmol) were stirred at room temperature for 16.0 hours. Sodium metabisulfite (5 g) and water (50 mL) were added and the resulting mixture stirred for 0.25 hours before the addition of ethyl acetate (200 mL). The organic layer was separated and washed with brine and water, dried over MgSO4 and concentrated. The residue was pu... Starting materials: S(=O)(=O)([O-])S(=O)[O-].[Na+].[Na+] (Sodium metabisulfite), CSC=1OC(=C(N1)C1=CC=CC=C1)C1=CC=C(C=C1)S(=O)(=O)N (4-[2-Methylthio-4-phenyl-5-oxazolyl]benzenesulfonamide), OOS(=O)[O-].[K+] (Oxone), S(=O)(=O)(O[O-])[O-].[K+].[K+] (potassium peroxymonosulfate). Reaction SMILES: CSC1OC([C:14]2[CH:19]=[CH:18][C:17]([S:20]([NH2:23])(=[O:22])=[O:21])=[CH:16][CH:15]=2)=C(C2C=CC=CC=2)N=1.OOS([O-])=O.[K+].S([O-])(O[O-])(=O)=O.[K+].[K+].S(S([O-])=O)([O-])(=O)=O.[Na+].[Na+]>C(OCC)(=O)C.O.C(O)C>[C:17]1([S:20]([NH2:23])(=[O:22])=[O:21])[CH:18]=[CH:19][CH:14]=[CH:15][CH:16]=1 |f:1.2,3.4.5,6.7.8|. Yields the product C1(=CC=CC=C1)S(=O)(=O)N (benzenesulfonamide). The solvent is O (water), C(C)(=O)OCC (ethyl acetate), O (water), C(C)O (ethanol). Reactants: CS(C)=O, CCN(C(C)C)C(C)C, CC(C)N1CCC(c2nc3cc(-c4ccc(F)cc4F)nc(Cl)n3n2)CC1, Cl, Nc1nc(NC2CCCNC2)ccc1C(=O)C(F)(F)F. Yields the product CC(C)N1CCC(c2nc3cc(-c4ccc(F)cc4F)nc(N4CCCC(Nc5ccc(C(=O)C(F)(F)F)c(N)n5)C4)n3n2)CC1. RXN SMILES: [CH3:58][S:59]([CH3:60])=[O:61].[CH:49]([N:50]([CH2:51][CH3:52])[CH:53]([CH3:54])[CH3:55])([CH3:56])[CH3:57].[Cl:1][c:2]1[n:3][c:4](-[c:20]2[c:21]([F:27])[cH:22][c:23]([F:26])[cH:24][cH:25]2)[cH:5][c:6]2[n:7]1[n:8][c:9]([CH:11]1[CH2:12][CH2:13][N:14]([CH:17]([CH3:18])[CH3:19])[CH2:15][CH2:16]1)[n:10]2.[ClH:28].[NH2:29][c:30]1[n:31][c:32]([NH:42][CH:43]2[CH2:44][NH:45][CH2:46][CH2:47][CH2:48]2)[cH:33][cH:34][c:35]1[C:36]([C:37]([F:38])([F:39])[F:40])=[O:41]>>[c:2]1([N:45]2[CH2:44][CH:43]([NH:42][c:32]3[n:31][c:30]([NH2:29])[c:35]([C:36]([C:37]([F:38])([F:39])[F:40])=[O:41])[cH:34][cH:33]3)[CH2:48][CH2:47][CH2:46]2)[n:3][c:4](-[c:20]2[c:21]([F:27])[cH:22][c:23]([F:26])[cH:24][cH:25]2)[cH:5][c:6]2[n:7]1[n:8][c:9]([CH:11]1[CH2:12][CH2:13][N:14]([CH:17]([CH3:18])[CH3:19])[CH2:15][CH2:16]1)[n:10]2. Run at time 3 hour. The product is C(C)OC(=O)C=1C(N(C2=NC(=CC=C2C1O)C)C)=O (1,7-Dimethyl-1,2-dihydro-4-hydroxy-2-oxo-1,8-naphthyridine-3-carboxylic acid ethyl ester). Procedure: To a solution of 9.0 g. (0.05 mole) of methyl 2-methylamino-6-methylnicotinate in 150 ml. of anhydrous diethyl ether was added 3.75 g. (0.025 mole) of ethyl malonyl chloride. The mixture was stirred at room temperature for 3 hours. The mixture was filtered and the filtrate was dissolved in 10 ml. of ethanol. This solution was added to a solution of 1.15 g. (0.05 g. atoms) of sodium in 75 ml. of ethanol. The mixture was stirred at room temperature for 5 minutes and was filtered. The filter cake w... Starting materials: CNC1=C(C(=O)OC)C=CC(=N1)C (methyl 2-methylamino-6-methylnicotinate), C(C)C(C(=O)Cl)C(=O)Cl (ethyl malonyl chloride), C(C)OCC (diethyl ether). RXN SMILES: [CH3:1][NH:2][C:3]1[N:12]=[C:11]([CH3:13])[CH:10]=[CH:9][C:4]=1[C:5](OC)=[O:6].C([CH:16]([C:20](Cl)=[O:21])[C:17](Cl)=[O:18])C.[CH2:23]([O:25]CC)[CH3:24]>>[CH2:23]([O:25][C:20]([C:16]1[C:17](=[O:18])[N:2]([CH3:1])[C:3]2[C:4]([C:5]=1[OH:6])=[CH:9][CH:10]=[C:11]([CH3:13])[N:12]=2)=[O:21])[CH3:24].